From a dataset of the Open Reaction Database (ORD), a public repository of structured organic reaction records. describe an organic reaction: reactants, conditions, products, and yield The reactants are COc1cc(CCl)c(OC)c2ccccc12, CC(C)(C)OC(=O)N1CCC(c2ccc(OCCCCOc3ccccc3)cc2)C(O)C1. Yields the product COc1cc(COC2CN(C(=O)OC(C)(C)C)CCC2c2ccc(OCCCCOc3ccccc3)cc2)c(OC)c2ccccc12. Reaction SMILES: [Cl:33][CH2:34][c:35]1[c:36]([O:47][CH3:48])[c:37]2[cH:38][cH:39][cH:40][cH:41][c:42]2[c:43]([O:45][CH3:46])[cH:44]1.[OH:1][CH:2]1[CH2:3][N:4]([C:26](=[O:27])[O:28][C:29]([CH3:30])([CH3:31])[CH3:32])[CH2:5][CH2:6][CH:7]1[c:8]1[cH:9][cH:10][c:11]([O:14][CH2:15][CH2:16][CH2:17][CH2:18][O:19][c:20]2[cH:21][cH:22][cH:23][cH:24][cH:25]2)[cH:12][cH:13]1>>[O:1]([CH:2]1[CH2:3][N:4]([C:26](=[O:27])[O:28][C:29]([CH3:30])([CH3:31])[CH3:32])[CH2:5][CH2:6][CH:7]1[c:8]1[cH:9][cH:10][c:11]([O:14][CH2:15][CH2:16][CH2:17][CH2:18][O:19][c:20]2[cH:21][cH:22][cH:23][cH:24][cH:25]2)[cH:12][cH:13]1)[CH2:34][c:35]1[c:36]([O:47][CH3:48])[c:37]2[cH:38][cH:39][cH:40][cH:41][c:42]2[c:43]([O:45][CH3:46])[cH:44]1. As a reaction SMILES: C(OC(=O)[NH:7][C:8]1[CH:13]=[C:12]([N:14]([CH2:17][CH3:18])[CH2:15][CH3:16])[C:11]([C:19]#[N:20])=[CH:10][C:9]=1[NH:21][C:22](=[O:38])[CH2:23][C:24]([C:26]1[CH:31]=[CH:30][CH:29]=[C:28]([C:32]2[O:36][N:35]=[C:34]([CH3:37])[CH:33]=2)[CH:27]=1)=O)(C)(C)C.C(O)(C(F)(F)F)=O>C(Cl)Cl>[CH2:15]([N:14]([CH2:17][CH3:18])[C:12]1[C:11]([C:19]#[N:20])=[CH:10][C:9]2[NH:21][C:22](=[O:38])[CH2:23][C:24]([C:26]3[CH:31]=[CH:30][CH:29]=[C:28]([C:32]4[O:36][N:35]=[C:34]([CH3:37])[CH:33]=4)[CH:27]=3)=[N:7][C:8]=2[CH:13]=1)[CH3:16]. Reactants: C(C)(C)(C)OC(NC1=C(C=C(C(=C1)N(CC)CC)C#N)NC(CC(=O)C1=CC(=CC=C1)C1=CC(=NO1)C)=O)=O ((4-cyano-5-diethylamino-2-{3-[3-(3-methyl-isoxazol-5-yl)-phenyl]-3-oxo-propionylamino}-phenyl)-carbamic acid tert-butyl ester), C(=O)(C(F)(F)F)O (TFA). The solvent is C(Cl)Cl (CH2Cl2). Procedure details: The title compound was prepared from (4-cyano-5-diethylamino-2-{3-[3-(3-methyl-isoxazol-5-yl)-phenyl]-3-oxo-propionylamino}-phenyl)-carbamic acid tert-butyl ester (Example M94) (0.35 g, 0.66 mmol) by treatment with TFA in CH2Cl2 according to the general procedure N. Obtained as a yellow solid (209 mg, 77%). The yield is 77.0%. The product is C(C)N(C=1C(=CC2=C(N=C(CC(N2)=O)C2=CC(=CC=C2)C2=CC(=NO2)C)C1)C#N)CC (8-Diethylamino-2-[3-(3-methyl-isoxazol-5-yl)-phenyl]-4-oxo-4,5-dihydro-3H-benzo[b][1,4]diazepine-7-carbonitrile), solid. Starting materials: C=CC[Si](Cl)(Cl)Cl, COC(C)(C)C(O)C(O)C(C)(C)OC, ClCCl, C1CCC2=NCCCN2CC1. The product is C=CC[Si]1(Cl)OC(C(C)(C)OC)C(C(C)(C)OC)O1. RXN SMILES: [CH2:1]([CH:2]=[CH2:3])[Si:4]([Cl:5])([Cl:6])[Cl:7].[CH3:19][O:20][C:21]([CH3:22])([CH:23]([CH:24]([C:25]([CH3:26])([CH3:27])[O:28][CH3:29])[OH:30])[OH:31])[CH3:32].[Cl:33][CH2:34][Cl:35].[N:8]12[CH2:9][CH2:10][CH2:11][N:12]=[C:13]1[CH2:14][CH2:15][CH2:16][CH2:17][CH2:18]2>>[CH2:1]([CH:2]=[CH2:3])[Si:4]1([Cl:7])[O:30][CH:24]([C:25]([CH3:26])([CH3:27])[O:28][CH3:29])[CH:23]([C:21]([O:20][CH3:19])([CH3:22])[CH3:32])[O:31]1. Reactants: [OH-].[Na+] (sodium hydroxide), ClC1=NC=C(C=C1OC)[N+](=O)[O-] (2-Chloro-3-methoxy-5-nitropyridine), Cl (hydrochloric acid), stannous chloride. Reaction conditions: temperature 5 celsius, time 10 minute. The product is NC=1C=C(C(=NC1)Cl)OC (5-Amino-2-Chloro-3-Methoxypyridine). Reaction SMILES: [Cl:1][C:2]1[C:7]([O:8][CH3:9])=[CH:6][C:5]([N+:10]([O-])=O)=[CH:4][N:3]=1.Cl.[OH-].[Na+]>>[NH2:10][C:5]1[CH:6]=[C:7]([O:8][CH3:9])[C:2]([Cl:1])=[N:3][CH:4]=1 |f:2.3|. Reported procedure: 2-Chloro-3-methoxy-5-nitropyridine (1.5 g, 0.008 mole) was added to concentrated hydrochloric acid (15 ml) at 5° C., followed by stannous chloride (5.0 g). The reaction mixture was stirred for 10 minutes at 5° C., heated for 30 minutes on a steam bath, cooled, neutralized with aqueous sodium hydroxide (20 percent by weight) and extracted with 1,1,1-trichloroethane. The trichloroethane extract was dried over MgSO4 and evaporated in vacuo to yield a white solid; yield, 1.02 g (91 percent), m.p. 93... Reactants: CCCCC(=O)c1c(-c2ccc3c(-c4ccccc4)c(OCC(=O)OCC)ccc3c2)oc2ccccc12, C1CCOC1, [K+], [OH-], O. As a reaction SMILES: [C:1]([CH2:2][CH2:3][CH2:4][CH3:5])(=[O:6])[c:7]1[c:8](-[c:16]2[cH:17][c:18]3[cH:19][cH:20][c:21]([O:32][CH2:33][C:34](=[O:35])[O:36][CH2:37][CH3:38])[c:22](-[c:26]4[cH:27][cH:28][cH:29][cH:30][cH:31]4)[c:23]3[cH:24][cH:25]2)[o:9][c:10]2[c:11]1[cH:12][cH:13][cH:14][cH:15]2.[CH2:41]1[O:42][CH2:43][CH2:44][CH2:45]1.[K+:40].[OH-:39].[OH2:46]>>[C:1]([CH2:2][CH2:3][CH2:4][CH3:5])(=[O:6])[c:7]1[c:8](-[c:16]2[cH:17][c:18]3[cH:19][cH:20][c:21]([O:32][CH2:33][C:34](=[O:35])[OH:36])[c:22](-[c:26]4[cH:27][cH:28][cH:29][cH:30][cH:31]4)[c:23]3[cH:24][cH:25]2)[o:9][c:10]2[c:11]1[cH:12][cH:13][cH:14][cH:15]2. Product: CCCCC(=O)c1c(-c2ccc3c(-c4ccccc4)c(OCC(=O)O)ccc3c2)oc2ccccc12. The reactants are CC(=O)Nc1ccc(CCl)cc1, CS(C)=O, CCN(C(C)C)C(C)C, OC(c1ccc(OC(F)(F)F)cc1)(c1ccc(OC(F)(F)F)cc1)C1CCNCC1. Yields the product CC(=O)Nc1ccc(CN2CCC(C(O)(c3ccc(OC(F)(F)F)cc3)c3ccc(OC(F)(F)F)cc3)CC2)cc1. RXN SMILES: [CH3:31][C:32](=[O:33])[NH:34][c:35]1[cH:36][cH:37][c:38]([CH2:41][Cl:42])[cH:39][cH:40]1.[CH3:52][S:53](=[O:54])[CH3:55].[CH:43]([N:44]([CH2:45][CH3:46])[CH:47]([CH3:48])[CH3:49])([CH3:50])[CH3:51].[F:1][C:2]([O:3][c:4]1[cH:5][cH:6][c:7]([C:10]([CH:11]2[CH2:12][CH2:13][NH:14][CH2:15][CH2:16]2)([OH:17])[c:18]2[cH:19][cH:20][c:21]([O:24][C:25]([F:26])([F:27])[F:28])[cH:22][cH:23]2)[cH:8][cH:9]1)([F:29])[F:30]>>[F:1][C:2]([O:3][c:4]1[cH:5][cH:6][c:7]([C:10]([CH:11]2[CH2:12][CH2:13][N:14]([CH2:41][c:38]3[cH:37][cH:36][c:35]([NH:34][C:32]([CH3:31])=[O:33])[cH:40][cH:39]3)[CH2:15][CH2:16]2)([OH:17])[c:18]2[cH:19][cH:20][c:21]([O:24][C:25]([F:26])([F:27])[F:28])[cH:22][cH:23]2)[cH:8][cH:9]1)([F:29])[F:30].